From a dataset of the Open Reaction Database (ORD), a public repository of structured organic reaction records. describe an organic reaction: reactants, conditions, products, and yield Product: O[C@H]1[C@@H](CCCC1)NC(=O)C1=C(N(C(=C1)C1=C(C=CC(=C1)C(F)(F)F)Cl)C[C@@H]1OCCC1)C (5-(2-Chloro-5-trifluoromethyl-phenyl)-2-methyl-1-[(R)-1-(tetrahydro-furan-2-yl)methyl]-1H-pyrrole-3-carboxylic acid ((1R,2R)-2-hydroxy-cyclohexyl)-amide). Reaction SMILES: CO[C:3](=[O:8])[CH2:4][C:5](=O)[CH3:6].Br[CH2:10][C:11]([C:13]1[CH:18]=[C:17]([C:19]([F:22])([F:21])[F:20])[CH:16]=[CH:15][C:14]=1[Cl:23])=O.[CH2:24]([NH2:30])[C@@H:25]1[O:29][CH2:28][CH2:27][CH2:26]1.[NH2:31][C@@H:32]1[CH2:37][CH2:36][CH2:35][CH2:34][C@H:33]1[OH:38]>>[OH:38][C@@H:33]1[CH2:34][CH2:35][CH2:36][CH2:37][C@H:32]1[NH:31][C:3]([C:4]1[CH:10]=[C:11]([C:13]2[CH:18]=[C:17]([C:19]([F:22])([F:21])[F:20])[CH:16]=[CH:15][C:14]=2[Cl:23])[N:30]([CH2:24][C@H:25]2[CH2:26][CH2:27][CH2:28][O:29]2)[C:5]=1[CH3:6])=[O:8]. Reported procedure: The title compound was synthesized in analogy to example 7, using 3-oxo-butyric acid methyl ester as compound of formula R, 2-bromo-1-[2-chloro-5-(trifluoromethyl)-phenyl]-ethanone as compound of formula S, (R)-tetrahydrofurfurylamine as R3—(CH2)m—NH2 and (1R,2R)-2-aminocyclohexanol as R1R2NH, MS (ISP) 485.5 (M+H)+. Reactants: COC(CC(C)=O)=O (3-oxo-butyric acid methyl ester), R3—(CH2)m—NH2, N[C@H]1[C@@H](CCCC1)O ((1R,2R)-2-aminocyclohexanol), BrCC(=O)C1=C(C=CC(=C1)C(F)(F)F)Cl (2-bromo-1-[2-chloro-5-(trifluoromethyl)-phenyl]-ethanone), C([C@H]1CCCO1)N ((R)-tetrahydrofurfurylamine).